Dataset: the Open Reaction Database (ORD), a public repository of structured organic reaction records. Task: describe an organic reaction: reactants, conditions, products, and yield Solvent: CC(=O)O (AcOH), O (water). Yields the product ClC=1N=CC=C2C1NN=C2 (7-chloro-1H-pyrazolo[3,4-c]pyridine). Reactants: NC=1C(=NC=CC1C)Cl (3-amino-2-chloro-4-methylpyridine), C(C)(=O)[O-].[K+] (potassium acetate), N(=O)[O-].[Na+] (sodium nitrite). Reaction SMILES: [NH2:1][C:2]1[C:3]([Cl:9])=[N:4][CH:5]=[CH:6][C:7]=1[CH3:8].C([O-])(=O)C.[K+].[N:15]([O-])=O.[Na+]>CC(O)=O.O>[Cl:9][C:3]1[N:4]=[CH:5][CH:6]=[C:7]2[CH:8]=[N:15][NH:1][C:2]=12 |f:1.2,3.4|. Procedure details: To a cooled (internal temperature of <13° C.) mixture of 3-amino-2-chloro-4-methylpyridine (10.14 g, 71.1 mmol, Matrix) and potassium acetate (9.02 g, 92 mmol) in AcOH (200 mL) was added a solution of sodium nitrite (7.36 g, 107 mmol) in water (30 mL) dropwise while maintaining an internal temperature <13° C. The reaction was allowed to warm slowly to rt and stirred for 66 h. The mixture was concentrated under reduced pressure and the residue was basified with saturated NaHCO3. The solid was fil... Reaction conditions: time 66 hour. The yield is 45.7%. The reactants are CC(C)=O, ClCCBr, [K+], [K+], O=C([O-])[O-], CC(=O)c1ccc(O)cc1. Yields the product CC(=O)c1ccc(OCCCl)cc1. As a reaction SMILES: [CH3:21][C:22](=[O:23])[CH3:24].[Cl:11][CH2:12][CH2:13][Br:14].[K+:15].[K+:16].[O-:17][C:18]([O-:19])=[O:20].[OH:1][c:2]1[cH:3][cH:4][c:5]([C:8]([CH3:9])=[O:10])[cH:6][cH:7]1>>[O:1]([c:2]1[cH:3][cH:4][c:5]([C:8]([CH3:9])=[O:10])[cH:6][cH:7]1)[CH2:13][CH2:12][Cl:11].